Dataset: the Open Reaction Database (ORD), a public repository of structured organic reaction records. Task: describe an organic reaction: reactants, conditions, products, and yield Reactants: [H-].[Na+] (Sodium hydride), C(C1=CC=CC=C1)OC1=C(C(=O)OCC2=CC=CC=C2)C(=C(C(=N1)C1=CC=2C=C3N(C2C=C1)CC(C3)NC(=O)OC(C)(C)C)C)OCC3=CC=CC=C3 (benzyl 2,4-bis(benzyloxy)-6-(2-((tert-butoxycarbonyl)amino)-2,3-dihydro-1H-pyrrolo[1,2-a]indol-7-yl)-5-methylnicotinate), IC (iodomethane). Solvent: CN(C)C=O (DMF). Run at time 10 minute. Product: C(C1=CC=CC=C1)OC1=C(C(=O)OCC2=CC=CC=C2)C(=C(C(=N1)C1=CC=2C=C3N(C2C=C1)CC(C3)N(C)C(=O)OC(C)(C)C)C)OCC3=CC=CC=C3 (benzyl 2,4-bis(benzyloxy)-6-(2-((tert-butoxycarbonyl)(methyl)amino)-2,3-dihydro-1H-pyrrolo[1,2-a]indol-7-yl)-5-methylnicotinate). Reaction SMILES: [CH2:1]([O:8][C:9]1[N:24]=[C:23]([C:25]2[CH:33]=[CH:32][C:31]3[N:30]4[CH2:34][CH:35]([NH:37][C:38]([O:40][C:41]([CH3:44])([CH3:43])[CH3:42])=[O:39])[CH2:36][C:29]4=[CH:28][C:27]=3[CH:26]=2)[C:22]([CH3:45])=[C:21]([O:46][CH2:47][C:48]2[CH:53]=[CH:52][CH:51]=[CH:50][CH:49]=2)[C:10]=1[C:11]([O:13][CH2:14][C:15]1[CH:20]=[CH:19][CH:18]=[CH:17][CH:16]=1)=[O:12])[C:2]1[CH:7]=[CH:6][CH:5]=[CH:4][CH:3]=1.[H-].[Na+].I[CH3:57]>CN(C=O)C>[CH2:1]([O:8][C:9]1[N:24]=[C:23]([C:25]2[CH:33]=[CH:32][C:31]3[N:30]4[CH2:34][CH:35]([N:37]([C:38]([O:40][C:41]([CH3:42])([CH3:44])[CH3:43])=[O:39])[CH3:57])[CH2:36][C:29]4=[CH:28][C:27]=3[CH:26]=2)[C:22]([CH3:45])=[C:21]([O:46][CH2:47][C:48]2[CH:49]=[CH:50][CH:51]=[CH:52][CH:53]=2)[C:10]=1[C:11]([O:13][CH2:14][C:15]1[CH:16]=[CH:17][CH:18]=[CH:19][CH:20]=1)=[O:12])[C:2]1[CH:7]=[CH:6][CH:5]=[CH:4][CH:3]=1 |f:1.2|. Procedure details: The product from Example 412, Step 3 (130 mg, 0.18 mmol) was dissolved in DMF (1 mL). Sodium hydride (60% dispersion in mineral oil, 15 mg, 0.36 mmol) was added to the mixture. After 10 min of vigorous stirring at room temperature, iodomethane (35 μL, 0.54 mmol) was added to the mixture. The mixture was stirred an additional 10 min at room temperature, and then was quenched with the addition of aqueous saturated NH4Cl solution (5 mL). The mixture was extracted with CH2Cl2 (5 mL). The organic ext... Starting materials: CCc1nnc(CCN(C(=O)[O-])C(C)(C)C)o1, ClCCl, O=C(O)C(F)(F)F. Product: CCc1nnc(CCN)o1. RXN SMILES: [C:1]([N:5]([C:2](=[O:3])[O-:4])[CH2:9][CH2:10][c:11]1[o:12][c:13]([CH2:16][CH3:17])[n:14][n:15]1)([CH3:6])([CH3:7])[CH3:8].[Cl:25][CH2:26][Cl:27].[OH:18][C:19]([C:20]([F:21])([F:22])[F:23])=[O:24]>>[NH2:5][CH2:9][CH2:10][c:11]1[o:12][c:13]([CH2:16][CH3:17])[n:14][n:15]1. Reactants: COC(=O)c1c(OCc2ccccc2)c(=O)c(C(=O)NCc2ccc(F)cc2)cn1CC=O, CC(=O)O, ClCCl, CC(N)CCNC1CCSCC1. The product is CC1CCN(C2CCSCC2)C2Cn3cc(C(=O)NCc4ccc(F)cc4)c(=O)c(OCc4ccccc4)c3C(=O)N12. As a reaction SMILES: [CH3:1][O:2][C:3](=[O:4])[c:5]1[n:6]([CH2:31][CH:32]=[O:33])[cH:7][c:8]([C:20]([NH:21][CH2:22][c:23]2[cH:24][cH:25][c:26]([F:29])[cH:27][cH:28]2)=[O:30])[c:9](=[O:19])[c:10]1[O:11][CH2:12][c:13]1[cH:14][cH:15][cH:16][cH:17][cH:18]1.[CH3:46][C:47](=[O:48])[OH:49].[Cl:50][CH2:51][Cl:52].[NH2:34][CH:35]([CH2:36][CH2:37][NH:38][CH:39]1[CH2:40][CH2:41][S:42][CH2:43][CH2:44]1)[CH3:45]>>[C:3]1(=[O:4])[c:5]2[n:6]([cH:7][c:8]([C:20]([NH:21][CH2:22][c:23]3[cH:24][cH:25][c:26]([F:29])[cH:27][cH:28]3)=[O:30])[c:9](=[O:19])[c:10]2[O:11][CH2:12][c:13]2[cH:14][cH:15][cH:16][cH:17][cH:18]2)[CH2:31][CH:32]2[N:34]1[CH:35]([CH3:45])[CH2:36][CH2:37][N:38]2[CH:39]1[CH2:40][CH2:41][S:42][CH2:43][CH2:44]1. Starting materials: [BH4-], CC(C)O, [Na+], O, N#CC=Cc1ccccn1. Yields the product N#CCCc1ccccn1. As a reaction SMILES: [BH4-:11].[CH3:14][CH:15]([OH:16])[CH3:17].[Na+:12].[OH2:13].[n:1]1[c:2]([CH:7]=[CH:8][C:9]#[N:10])[cH:3][cH:4][cH:5][cH:6]1>>[n:1]1[c:2]([CH2:7][CH2:8][C:9]#[N:10])[cH:3][cH:4][cH:5][cH:6]1.